This data is from the Open Reaction Database (ORD), a public repository of structured organic reaction records. The task is: describe an organic reaction: reactants, conditions, products, and yield Starting materials: c1ccc(CN2CCNCC2)cc1, O=C(CCl)Nc1nc(=O)c2cnn3c2n1CC=C3c1cccc(C(F)(F)F)c1, [Na+], C1CCOC1, [OH-]. The product is O=C(CN1CCN(Cc2ccccc2)CC1)Nc1nc(=O)c2cnn3c2n1CC=C3c1cccc(C(F)(F)F)c1. Reaction SMILES: [CH2:29]([c:30]1[cH:31][cH:32][cH:33][cH:34][cH:35]1)[N:36]1[CH2:37][CH2:38][NH:39][CH2:40][CH2:41]1.[Cl:1][CH2:2][C:3](=[O:4])[NH:5][c:6]1[n:7][c:8](=[O:28])[c:9]2[cH:10][n:11][n:12]3[c:17]2[n:16]1[CH2:15][CH:14]=[C:13]3[c:18]1[cH:19][c:20]([C:24]([F:25])([F:26])[F:27])[cH:21][cH:22][cH:23]1.[Na+:43].[O:44]1[CH2:45][CH2:46][CH2:47][CH2:48]1.[OH-:42]>>[CH2:2]([C:3](=[O:4])[NH:5][c:6]1[n:7][c:8](=[O:28])[c:9]2[cH:10][n:11][n:12]3[c:17]2[n:16]1[CH2:15][CH:14]=[C:13]3[c:18]1[cH:19][c:20]([C:24]([F:25])([F:26])[F:27])[cH:21][cH:22][cH:23]1)[N:39]1[CH2:38][CH2:37][N:36]([CH2:29][c:30]2[cH:31][cH:32][cH:33][cH:34][cH:35]2)[CH2:41][CH2:40]1. Starting materials: NC=1C=C(C(=CC1)OC)C=1OC2=C(N1)C=C(C=C2)C2=CC(=C(C=C2)F)Cl (2-(3-amino-6-methoxyphenyl)-5-(3-chloro-4-fluorophenyl)benzoxazole), C1=CC2=C(C=C1C(=O)O)C(=O)OC2=O (1,2,4-benzenetricarboxylic anhydride). Product: COC1=CC=C(C=C1C=1OC2=C(N1)C=C(C=C2)C2=CC(=C(C=C2)F)Cl)N2C(C1=CC=C(C=C1C2=O)C(=O)O)=O (2-[4-Methoxy-5-[5-(3-chloro-4-fluorophenyl)benzoxazol-2-yl]phenyl]-1,3-dioxo-2,3-dihydro-1H-isoindole-5-carboxylic acid). Reaction SMILES: [NH2:1][C:2]1[CH:3]=[C:4]([C:10]2[O:11][C:12]3[CH:18]=[CH:17][C:16]([C:19]4[CH:24]=[CH:23][C:22]([F:25])=[C:21]([Cl:26])[CH:20]=4)=[CH:15][C:13]=3[N:14]=2)[C:5]([O:8][CH3:9])=[CH:6][CH:7]=1.[CH:27]1[C:32]([C:33]([OH:35])=[O:34])=[CH:31][C:30]2[C:36]([O:38][C:39](=O)[C:29]=2[CH:28]=1)=[O:37]>>[CH3:9][O:8][C:5]1[C:4]([C:10]2[O:11][C:12]3[CH:18]=[CH:17][C:16]([C:19]4[CH:24]=[CH:23][C:22]([F:25])=[C:21]([Cl:26])[CH:20]=4)=[CH:15][C:13]=3[N:14]=2)=[CH:3][C:2]([N:1]2[C:36](=[O:37])[C:30]3[C:29](=[CH:28][CH:27]=[C:32]([C:33]([OH:35])=[O:34])[CH:31]=3)[C:39]2=[O:38])=[CH:7][CH:6]=1. Procedure details: Prepared by the method of Example 15f), from 2-(3-amino-6-methoxyphenyl)-5-(3-chloro-4-fluorophenyl)benzoxazole (60 mg, 0.16 mmol) and 1,2,4-benzenetricarboxylic anhydride (31 mg, 0.16 mmol) the title compound was obtained (75 mg, 86%). 1H NMR (DMSO) δ 13.80(s, 1H), 8.43(d, 1H), 8.32(s, 1H), 8.21(d, 1H), 8.15(s, 1H), 8.10(d, 1H), 7.99(dd, 1H), 7.88(d, 1H), 7.75(m, 3H), 7.53(t, 1H), 7.47(d, 1H), 4.03(s, 3H). MS 542.6 m/z (M+H)+. The reactants are [OH-].[Li+] (Lithium hydroxide), O1CCCC1 (tetrahydrofuran), Cl (HCl), C(CC(O)(C(=O)O)CC(=O)O)(=O)O (citric acid). Conditions: time 20 minute. The product is C(C)(C)(C)OC(=O)C1=CC=C(CCC(=O)O)C=C1 (4-(tert-Butyloxycarbonyl)hydrocinnamic acid). Reaction SMILES: [OH-:1].[Li+].Cl.[C:4](O)(=O)[CH2:5][C:6]([CH2:11][C:12](O)=O)([C:8]([OH:10])=[O:9])O.[O:17]1[CH2:21][CH2:20][CH2:19][CH2:18]1>>[C:6]([O:10][C:8]([C:6]1[CH:5]=[CH:4][C:18]([CH2:19][CH2:20][C:21]([OH:17])=[O:1])=[CH:12][CH:11]=1)=[O:9])([CH3:11])([CH3:8])[CH3:5] |f:0.1|. Procedure: The product of Ex. A-23, Part F, (14 g, 55.5 mM) was dissolved in 90 mL of tetrahydrofuran. 1N Lithium hydroxide (90 ml) was added and the reaction stirred at room temperature for 20 min. The reaction mixture was poured into 200 mL of 1:1 mixture of 1N HCl and saturated citric acid, and extracted with ethyl acetate. The organic layer was dried over magnesium sulfate, filtered and evaporated to yield a white solid (13 g 100%). 1H NMR (CDCl3) δ 1.59 (s, 9H), 2.70 (t, J=7 Hz, 2H), 3.00 (t, J=7 Hz, ... Reactants: CCO, COc1cc(OC2CCN(C)C2)ccc1[N+](=O)[O-]. The product is COc1cc(OC2CCN(C)C2)ccc1N. RXN SMILES: [CH3:19][CH2:20][OH:21].[CH3:1][O:2][c:3]1[cH:4][c:5]([O:6][CH:7]2[CH2:8][N:9]([CH3:12])[CH2:10][CH2:11]2)[cH:13][cH:14][c:15]1[N+:16]([O-:17])=[O:18]>>[CH3:1][O:2][c:3]1[cH:4][c:5]([O:6][CH:7]2[CH2:8][N:9]([CH3:12])[CH2:10][CH2:11]2)[cH:13][cH:14][c:15]1[NH2:16]. Starting materials: C(C)OC(=O)[C@H](CCC1=CC=CC=C1)N[C@H]1COC2=C(N(C1=O)N([C@@H](CC1=CC=CC=C1)C(=O)OC(C)(C)C)C(C)=O)C=CC=C2 (tert-butyl 3(S)-[1(S)-ethoxycarbonyl-3-phenylpropyl]amino-4-oxo-2,3,4,5-tetrahydro-1,5-benzoxazepine-5-yl-N-acetyl-L-phenylalaninate), C(C)(=O)OCC.Cl (hydrogen chloride-ethyl acetate). Run at time 4 hour. Product: Cl.C(C)OC(=O)[C@H](CCC1=CC=CC=C1)N[C@H]1COC2=C(N(C1=O)N([C@@H](CC1=CC=CC=C1)C(=O)O)C(C)=O)C=CC=C2 (3(S)-[1(S)-ethoxycarbonyl-3-phenylpropyl]amino-4-oxo-2,3,4,5-tetrahydro-1,5-benzoxazepine-5-yl-N-acetyl-L-phenylalanine hydrochloride). As a reaction SMILES: [CH2:1]([O:3][C:4]([C@@H:6]([NH:15][C@@H:16]1[C:22](=[O:23])[N:21]([N:24]([C:40](=[O:42])[CH3:41])[C@H:25]([C:33]([O:35]C(C)(C)C)=[O:34])[CH2:26][C:27]2[CH:32]=[CH:31][CH:30]=[CH:29][CH:28]=2)[C:20]2[CH:43]=[CH:44][CH:45]=[CH:46][C:19]=2[O:18][CH2:17]1)[CH2:7][CH2:8][C:9]1[CH:14]=[CH:13][CH:12]=[CH:11][CH:10]=1)=[O:5])[CH3:2].C(OCC)(=O)C.[ClH:53]>>[ClH:53].[CH2:1]([O:3][C:4]([C@@H:6]([NH:15][C@@H:16]1[C:22](=[O:23])[N:21]([N:24]([C:40](=[O:42])[CH3:41])[C@H:25]([C:33]([OH:35])=[O:34])[CH2:26][C:27]2[CH:28]=[CH:29][CH:30]=[CH:31][CH:32]=2)[C:20]2[CH:43]=[CH:44][CH:45]=[CH:46][C:19]=2[O:18][CH2:17]1)[CH2:7][CH2:8][C:9]1[CH:10]=[CH:11][CH:12]=[CH:13][CH:14]=1)=[O:5])[CH3:2] |f:1.2,3.4|. Reported procedure: In 100 ml of hydrogen chloride-ethyl acetate (5N) solution is dissolved 0.4 g of tert-butyl 3(S)-[1(S)-ethoxycarbonyl-3-phenylpropyl]amino-4-oxo-2,3,4,5-tetrahydro-1,5-benzoxazepine-5-yl-N-acetyl-L-phenylalaninate obtained in Example 24 and the solution is allowed to stand for 4 hours. The reaction solution is concentrated under reduced pressure, and 50 ml of ether is added to the residue. The resulting mixture is extracted twice with 70 ml each of saturated sodium bicarbonate solution and the a... Reactants: [BH4-], O=Cc1cn(-c2ccc(Br)cn2)cn1, CO, [Na+]. Product: OCc1cn(-c2ccc(Br)cn2)cn1. Reaction SMILES: [BH4-:15].[Br:1][c:2]1[cH:3][cH:4][c:5](-[n:8]2[cH:9][n:10][c:11]([CH:13]=[O:14])[cH:12]2)[n:6][cH:7]1.[CH3:17][OH:18].[Na+:16]>>[Br:1][c:2]1[cH:3][cH:4][c:5](-[n:8]2[cH:9][n:10][c:11]([CH2:13][OH:14])[cH:12]2)[n:6][cH:7]1. Starting materials: OC1=C(C(C=CC2=CC(=C(C(=C2)OC)OCOC)OC)=O)C(=CC(=C1CC=C(C)C)OC)OC (2'-hydroxy-3,5,4',6'-tetramethoxy-4-methoxymethoxy-3'-(3-methyl-2-butenyl)chalcone), [H][H] (hydrogen), [H][H] (hydrogen). Reagents/catalysts: [Pd] (palladium/carbon). Solvent: C(C)(=O)OCC (ethyl acetate), C(C)(=O)OCC (ethyl acetate). Conditions: time 8 hour. The product is OC1=C(C(=CC(=C1CCC(C)C)OC)OC)C(CCC1=CC(=C(C(=C1)OC)OCOC)OC)=O (1-(2-hydroxy-4,6-dimethoxy-3-isopentylphenyl)-3-(3,5-dimethoxy-4-methoxymethoxyphenyl)-1-propanone). The yield is 92.1%. As a reaction SMILES: [OH:1][C:2]1[C:25]([CH2:26][CH:27]=[C:28]([CH3:30])[CH3:29])=[C:24]([O:31][CH3:32])[CH:23]=[C:22]([O:33][CH3:34])[C:3]=1[C:4](=[O:21])[CH:5]=[CH:6][C:7]1[CH:12]=[C:11]([O:13][CH3:14])[C:10]([O:15][CH2:16][O:17][CH3:18])=[C:9]([O:19][CH3:20])[CH:8]=1.[H][H]>[Pd].C(OCC)(=O)C>[OH:1][C:2]1[C:25]([CH2:26][CH2:27][CH:28]([CH3:30])[CH3:29])=[C:24]([O:31][CH3:32])[CH:23]=[C:22]([O:33][CH3:34])[C:3]=1[C:4](=[O:21])[CH2:5][CH2:6][C:7]1[CH:12]=[C:11]([O:13][CH3:14])[C:10]([O:15][CH2:16][O:17][CH3:18])=[C:9]([O:19][CH3:20])[CH:8]=1. Procedure details: An ethyl acetate solution of 2.8 g of the so-obtained 2'-hydroxy-3,5,4',6'-tetramethoxy-4-methoxymethoxy-3'-(3-methyl-2-butenyl)chalcone was added to 20 ml of an ethyl acetate solution of 0.4 g of palladium/carbon, in which hydrogen had been adsorbed in advance, and hydrogen was further adsorbed with strong stirring. Then, the mixture was stirred overnight, the palladium/carbon was removed by using Celite, and the residue was dissolved in ether and crystallized from hexane to obtain 2.6 g (yield... Reactants: CC1=NOC(=C1S(=O)(=O)NC1=C2CCCC(C2=CC=C1)C=1N=CN(C1)C(=O)OC(C)(C)C)C (tert-butyl 4-(5-{[(3,5-dimethyl-4-isoxazolyl)sulfonyl]amino}-1,2,3,4-tetrahydro-1-naphthalenyl)-1H-imidazole-1-carboxylate), FC(C(=O)O)(F)F (trifluoroacetic acid). The solvent is C(Cl)Cl (methylene chloride), O (water), C(=O)(O)[O-].[Na+] (NaHCO3), C(Cl)Cl (methylene chloride). Reaction conditions: time 1.5 hour. Yields the product N1C=NC(=C1)C1C=2C=CC=C(C2CCC1)NS(=O)(=O)C=1C(=NOC1C)C (N-[5-(1H-imidazol-4-yl)-5,6,7,8-tetrahydro-1-naphthalenyl]-3,5-dimethyl-4-isoxazolesulfonamide). Yield: 72.3%. RXN SMILES: [CH3:1][C:2]1[C:6]([S:7]([NH:10][C:11]2[CH:20]=[CH:19][CH:18]=[C:17]3[C:12]=2[CH2:13][CH2:14][CH2:15][CH:16]3[C:21]2[N:22]=[CH:23][N:24](C(OC(C)(C)C)=O)[CH:25]=2)(=[O:9])=[O:8])=[C:5]([CH3:33])[O:4][N:3]=1.FC(F)(F)C(O)=O>C(Cl)Cl.O.C([O-])(O)=O.[Na+]>[NH:24]1[CH:25]=[C:21]([CH:16]2[CH2:15][CH2:14][CH2:13][C:12]3[C:11]([NH:10][S:7]([C:6]4[C:2]([CH3:1])=[N:3][O:4][C:5]=4[CH3:33])(=[O:9])=[O:8])=[CH:20][CH:19]=[CH:18][C:17]2=3)[N:22]=[CH:23]1 |f:4.5|. Procedure: A 0° C. solution of Example 61A (150 mg, 0.318 mmol) in methylene chloride (10 mL) was treated with trifluoroacetic acid (3.2 mL) and stirred for 1.5 hours. The reaction mixture was warmed to room temperature for 2 hours and then cooled to −20° C. for 16 hours. The reaction mixture was warmed to ambient temperature and diluted with methylene chloride and water and neutralized with aqueous saturated NaHCO3. The methylene chloride layer was separated and the aqueous phase extracted twice more with... Reactants: BrC(Br)(Br)Br, OCCCSc1ccc(OCc2ccccc2)cc1, ClCCl, c1ccc(P(c2ccccc2)c2ccccc2)cc1. Product: BrCCCSc1ccc(OCc2ccccc2)cc1. As a reaction SMILES: [C:39]([Br:40])([Br:41])([Br:42])[Br:43].[CH2:20]([c:21]1[cH:22][cH:23][cH:24][cH:25][cH:26]1)[O:27][c:28]1[cH:29][cH:30][c:31]([S:34][CH2:35][CH2:36][CH2:37][OH:38])[cH:32][cH:33]1.[Cl:44][CH2:45][Cl:46].[c:1]1([P:2]([c:3]2[cH:4][cH:5][cH:6][cH:7][cH:8]2)[c:9]2[cH:10][cH:11][cH:12][cH:13][cH:14]2)[cH:15][cH:16][cH:17][cH:18][cH:19]1>>[CH2:20]([c:21]1[cH:22][cH:23][cH:24][cH:25][cH:26]1)[O:27][c:28]1[cH:29][cH:30][c:31]([S:34][CH2:35][CH2:36][CH2:37][Br:40])[cH:32][cH:33]1.